This data is from the Open Reaction Database (ORD), a public repository of structured organic reaction records. The task is: describe an organic reaction: reactants, conditions, products, and yield Reaction SMILES: [CH2:1]([CH2:2][CH3:3])[c:4]1[n:5][c:6]2[c:7]([n:8]1[CH2:9][c:10]1[cH:11][cH:12][c:13](-[c:16]3[c:17]([C:22](=[O:23])[O:24][C:25]([CH3:26])([CH3:27])[CH3:28])[cH:18][cH:19][cH:20][cH:21]3)[cH:14][cH:15]1)[cH:29][c:30]([N:33]1[C:34](=[O:40])[N:35]([CH3:39])[CH2:36][C:37]1=[O:38])[cH:31][cH:32]2.[CH2:48]([Cl:49])[Cl:50].[OH:41][C:42]([C:43]([F:44])([F:45])[F:46])=[O:47]>>[CH2:1]([CH2:2][CH3:3])[c:4]1[n:5][c:6]2[c:7]([n:8]1[CH2:9][c:10]1[cH:11][cH:12][c:13](-[c:16]3[c:17]([C:22](=[O:23])[OH:24])[cH:18][cH:19][cH:20][cH:21]3)[cH:14][cH:15]1)[cH:29][c:30]([N:33]1[C:34](=[O:40])[N:35]([CH3:39])[CH2:36][C:37]1=[O:38])[cH:31][cH:32]2. Starting materials: CCCc1nc2ccc(N3C(=O)CN(C)C3=O)cc2n1Cc1ccc(-c2ccccc2C(=O)OC(C)(C)C)cc1, ClCCl, O=C(O)C(F)(F)F. Product: CCCc1nc2ccc(N3C(=O)CN(C)C3=O)cc2n1Cc1ccc(-c2ccccc2C(=O)O)cc1.